Dataset: the Open Reaction Database (ORD), a public repository of structured organic reaction records. Task: describe an organic reaction: reactants, conditions, products, and yield As a reaction SMILES: [C:1]([O:5][CH3:6])(=[O:4])[CH2:2][SH:3].[H-].[Na+].Cl[C:10]1[CH:17]=[CH:16][C:15]([N+:18]([O-:20])=[O:19])=[CH:14][C:11]=1[CH:12]=O.Cl>CN(C)C=O>[N+:18]([C:15]1[CH:16]=[CH:17][C:10]2[S:3][C:2]([C:1]([O:5][CH3:6])=[O:4])=[CH:12][C:11]=2[CH:14]=1)([O-:20])=[O:19] |f:1.2|. Procedure details: Methyl thioglycolate (19.62 mL, 0.216 mol) was added dropwise, via syringe pump, to a stirred suspension of 95% sodium hydride (5.99 g, 0.237 mol) in dry N,N-dimethyl-formamide (400 mL) at r.t. under nitrogen (CAUTION: hydrogen evolution). Upon complete addition, the reaction was stirred for 10 min and then a solution of 2-chloro-5-nitrobenzaldehyde (40.0 g, 0.216 mol) in DMF (120 mL) was added. The solution turned orange and a gentle exotherm was observed. After 1h, the now yellow mixture was h... Solvent: CN(C=O)C (N,N-dimethyl-formamide), CN(C)C=O (DMF). Yields the product [N+](=O)([O-])C1=CC2=C(SC(=C2)C(=O)OC)C=C1 (methyl 5-nitrobenzo[b]thiophene-2-carboxylate). Reactants: [H-].[Na+] (sodium hydride), ClC1=C(C=O)C=C(C=C1)[N+](=O)[O-] (2-chloro-5-nitrobenzaldehyde), C(CS)(=O)OC (Methyl thioglycolate), 1h, Cl (hydrochloric acid). The yield is 65.9%. Run at time 10 minute.